This data is from the Open Reaction Database (ORD), a public repository of structured organic reaction records. The task is: describe an organic reaction: reactants, conditions, products, and yield Starting materials: COC(=O)CBr, CC(O)C(=O)[O-], C[N+](C)(C)C, CN(C)C=O. The product is COC(=O)COC(=O)C(C)O. As a reaction SMILES: [Br:1][CH2:2][C:3](=[O:4])[O:5][CH3:6].[C:7]([CH:8]([OH:9])[CH3:10])(=[O:11])[O-:12].[CH3:13][N+:14]([CH3:15])([CH3:16])[CH3:17].[CH3:18][N:19]([CH3:20])[CH:21]=[O:22]>>[CH2:2]([C:3](=[O:4])[O:5][CH3:6])[O:12][C:7]([CH:8]([OH:9])[CH3:10])=[O:11]. Starting materials: polyphosphoric acid, CS(=O)(=O)NC=1C=C(OC(CC(=O)O)C)C=CC1OC1=CC=CC=C1 (3-(3-methylsulfonylamino-4-phenoxyphenoxy)-3-methylpropionic acid), ice water. Run in C(C)(=O)OCC (ethyl acetate). Reaction conditions: temperature 65 celsius, time 1 hour. Product: CC1OC2=C(C(C1)=O)C=C(C(=C2)NS(=O)(=O)C)OC2=CC=CC=C2 (2,3-dihydro-2-methyl-7-methylsulfonylamino-6-phenoxy-4H-1-benzopyran-4-one). Isolated yield 39.9%. As a reaction SMILES: [CH3:1][S:2]([NH:5][C:6]1[CH:7]=[C:8]([CH:16]=[CH:17][C:18]=1[O:19][C:20]1[CH:25]=[CH:24][CH:23]=[CH:22][CH:21]=1)[O:9][CH:10]([CH3:15])[CH2:11][C:12]([OH:14])=O)(=[O:4])=[O:3]>C(OCC)(=O)C>[CH3:15][CH:10]1[CH2:11][C:12](=[O:14])[C:16]2[CH:17]=[C:18]([O:19][C:20]3[CH:25]=[CH:24][CH:23]=[CH:22][CH:21]=3)[C:6]([NH:5][S:2]([CH3:1])(=[O:4])=[O:3])=[CH:7][C:8]=2[O:9]1. Procedure: 100 g of polyphosphoric acid was added to 5.69 g of 3-(3-methylsulfonylamino-4-phenoxyphenoxy)-3-methylpropionic acid. The mixture was stirred for 1 hour at 65° C. The reaction mixture was introduced into 400 ml of ice water, and 150 ml of ethyl acetate was added thereto. The organic layer was separated and the solvent was removed by distillation under reduced pressure. The residue was dissolved in 150 ml of 1N aqueous sodium hydroxide solution. The solution was washed with diethyl ether and adj... Reaction SMILES: [CH3:13][n:14]1[c:15]([CH2:19][OH:20])[n:16][cH:17][cH:18]1.[CH3:1][O:2][C:3](=[O:4])[c:5]1[cH:6][n:7][c:8]([OH:12])[c:9]([Br:11])[cH:10]1.[O:40]1[CH2:41][CH2:42][CH2:43][CH2:44]1.[c:21]1([P:22]([c:23]2[cH:24][cH:25][cH:26][cH:27][cH:28]2)[c:29]2[cH:30][cH:31][cH:32][cH:33][cH:34]2)[cH:35][cH:36][cH:37][cH:38][cH:39]1>>[CH3:1][O:2][C:3](=[O:4])[c:5]1[cH:6][n:7][c:8]([O:12][CH2:19][c:15]2[n:14]([CH3:13])[cH:18][cH:17][n:16]2)[c:9]([Br:11])[cH:10]1. The product is COC(=O)c1cnc(OCc2nccn2C)c(Br)c1. The reactants are Cn1ccnc1CO, COC(=O)c1cnc(O)c(Br)c1, C1CCOC1, c1ccc(P(c2ccccc2)c2ccccc2)cc1.